This data is from the Open Reaction Database (ORD), a public repository of structured organic reaction records. The task is: describe an organic reaction: reactants, conditions, products, and yield The reactants are N(=O)[O-].[Na+] (sodium nitrite), C(C)(=O)O (acetic acid), NCCCCC(C(=O)NCC1=CC=CC=C1)NC(=O)C1=CC=CC=C1 (6-Amino-2-(N-benzenecarbonyl)amino-N-benzylhexanamide). Run in C(C)#N (acetonitrile), O (water). Conditions: time 1 hour. Product: C1(=CC=CC=C1)C(=O)NC(C(=O)NCC1=CC=CC=C1)CCCCO (2-(N-Benzenecarbonyl)amino-6-hydroxy-N-benzylhexanamide). Isolated yield 40.5%. RXN SMILES: N[CH2:2][CH2:3][CH2:4][CH2:5][CH:6]([NH:17][C:18]([C:20]1[CH:25]=[CH:24][CH:23]=[CH:22][CH:21]=1)=[O:19])[C:7]([NH:9][CH2:10][C:11]1[CH:16]=[CH:15][CH:14]=[CH:13][CH:12]=1)=[O:8].N([O-])=[O:27].[Na+].C(O)(=O)C>O.C(#N)C>[C:20]1([C:18]([NH:17][CH:6]([CH2:5][CH2:4][CH2:3][CH2:2][OH:27])[C:7]([NH:9][CH2:10][C:11]2[CH:16]=[CH:15][CH:14]=[CH:13][CH:12]=2)=[O:8])=[O:19])[CH:25]=[CH:24][CH:23]=[CH:22][CH:21]=1 |f:1.2|. Procedure: 2-(N-Benzenecarbonyl)amino-6-amino-N-benzylhexanamide (105) (48 mg) obtained in Step 1-4 was dissolved in water (1.6 ml) and acetonitrile (1.1 ml). To the solution were added sodium nitrite (156 mg) and acetic acid (40.6 mg) under cooling with ice, and the mixture was stirred for 1 hour under cooling with ice. After 1 hour, the reaction liquid was warmed to room temperature and stirred for 1.5 hours. Subsequently, the reaction liquid was heated to 70° C. and stirred for an additional 20 minutes....